This data is from the Open Reaction Database (ORD), a public repository of structured organic reaction records. The task is: describe an organic reaction: reactants, conditions, products, and yield Starting materials: B, ClCCl, CSC, CC(=O)O, C=CC(C)(C)C1(O)CCN(C(=O)OC(C)(C)C)C1, O=[Cr](=O)=O, O. Product: CC(C)(C)OC(=O)N1CCC2(C1)OC(=O)CC2(C)C. RXN SMILES: [BH3:4].[CH2:31]([Cl:32])[Cl:33].[CH3:1][S:2][CH3:3].[CH3:27][C:28](=[O:29])[OH:30].[CH3:5][C:6]([CH:7]=[CH2:8])([CH3:9])[C:10]1([OH:22])[CH2:11][N:12]([C:15](=[O:16])[O:17][C:18]([CH3:19])([CH3:20])[CH3:21])[CH2:13][CH2:14]1.[O:23]=[Cr:24](=[O:25])=[O:26].[OH2:34]>>[CH3:5][C:6]1([CH3:9])[CH2:7][C:8](=[O:23])[O:22][C:10]12[CH2:11][N:12]([C:15](=[O:16])[O:17][C:18]([CH3:19])([CH3:20])[CH3:21])[CH2:13][CH2:14]2. Reactants: BrC1=CC(=C(C=C1)C(CCC(F)(F)F)NC1=CC=C(C(=O)OC)C=C1)C (methyl 4-((1-(4-bromo-2-methylphenyl)-4,4,4-trifluorobutyl)amino)benzoate), C(C)(C)C1=NNC=C1 (3-isopropylpyrazole), CN[C@H]1[C@@H](CCCC1)NC (trans-N,N′-dimethylcyclohexane-1,2-diamine), C([O-])([O-])=O.[K+].[K+] (potassium carbonate). The reagents and catalysts are [Cu]I (copper(I) iodide). The solvent is C1(=CC=CC=C1)C (toluene), O (water). Reaction conditions: temperature 110 celsius, time 8 hour. Yields the product FC(CCC(C1=C(C=C(C=C1)N1N=C(C=C1)C(C)C)C)NC1=CC=C(C(=O)OC)C=C1)(F)F (methyl 4-((4,4,4-trifluoro-1-(4-(3-isopropyl-1H-pyrazol-1-yl)-2-methylphenyl)butyl)amino)benzoate). The yield is 74.0%. RXN SMILES: Br[C:2]1[CH:7]=[CH:6][C:5]([CH:8]([NH:15][C:16]2[CH:25]=[CH:24][C:19]([C:20]([O:22][CH3:23])=[O:21])=[CH:18][CH:17]=2)[CH2:9][CH2:10][C:11]([F:14])([F:13])[F:12])=[C:4]([CH3:26])[CH:3]=1.[CH:27]([C:30]1[CH:34]=[CH:33][NH:32][N:31]=1)([CH3:29])[CH3:28].CN[C@@H]1CCCC[C@H]1NC.C(=O)([O-])[O-].[K+].[K+]>[Cu]I.O.C1(C)C=CC=CC=1>[F:12][C:11]([F:14])([F:13])[CH2:10][CH2:9][CH:8]([NH:15][C:16]1[CH:25]=[CH:24][C:19]([C:20]([O:22][CH3:23])=[O:21])=[CH:18][CH:17]=1)[C:5]1[CH:6]=[CH:7][C:2]([N:32]2[CH:33]=[CH:34][C:30]([CH:27]([CH3:29])[CH3:28])=[N:31]2)=[CH:3][C:4]=1[CH3:26] |f:3.4.5|. Procedure details: Under a nitrogen atmosphere, a mixture of methyl 4-((1-(4-bromo-2-methylphenyl)-4,4,4-trifluorobutyl)amino)benzoate (racemate) (400 mg), 3-isopropylpyrazole (154 mg), copper(I) iodide (212 mg), trans-N,N′-dimethylcyclohexane-1,2-diamine (0.352 mL), potassium carbonate (385 mg) and toluene (1.8 mL) was stirred at 110° C. overnight, water was added at room temperature, and the insoluble material was filtered off through celite. The filtrate was extracted with ethyl acetate, and the extract was was... The reactants are O (water), C(C)(C)(C)OC(NCCCNCCO)=O ([3-(2-Hydroxy-ethylamino)-propyl]-carbamic acid tert-butyl ester), solution. Run in C1CCOC1 (THF), C1CCOC1 (THF). Yields the product CNCCCNCCO (2-(3-methylamino-propylamino)-ethanol). The yield is 60.0%. As a reaction SMILES: C(O[C:6](=O)[NH:7][CH2:8][CH2:9][CH2:10][NH:11][CH2:12][CH2:13][OH:14])(C)(C)C.O>C1COCC1>[CH3:6][NH:7][CH2:8][CH2:9][CH2:10][NH:11][CH2:12][CH2:13][OH:14]. Reported procedure: To a solution of [3-(2-Hydroxy-ethylamino)-propyl]-carbamic acid tert-butyl ester (900 mg, 4.1 mmol) in THF (20 mL) was added a 1M solution of BH3 in THF. The mixture was refluxed for 24 hours under nitrogen. The reaction was allowed to cool down and water (5 mL) was carefully added with vigorous stirring. The reaction mixture was concentrated to low volume and treated with a 6M aqueous solution of HCl (60 mL). The mixture was refluxed for 24 h. The mixture was concentrated to dryness then co-ev...